From a dataset of the Open Reaction Database (ORD), a public repository of structured organic reaction records. describe an organic reaction: reactants, conditions, products, and yield Starting materials: CCO, [H][H], O=C(OCC1CCOC1)N1CCN(Cc2ccccc2)CC1. The product is O=C(OCC1CCOC1)N1CCNCC1. RXN SMILES: [CH3:25][CH2:26][OH:27].[H:23][H:24].[O:1]1[CH2:2][CH:3]([CH2:6][O:7][C:8](=[O:9])[N:10]2[CH2:11][CH2:12][N:13]([CH2:16][c:17]3[cH:18][cH:19][cH:20][cH:21][cH:22]3)[CH2:14][CH2:15]2)[CH2:4][CH2:5]1>>[O:1]1[CH2:2][CH:3]([CH2:6][O:7][C:8](=[O:9])[N:10]2[CH2:11][CH2:12][NH:13][CH2:14][CH2:15]2)[CH2:4][CH2:5]1. Reactants: [BH4-].[Na+] (sodium borohydride), COCCOCCOC (diglyme), BrC1C2=C(OCC3=C1C=CC=C3)C=CC(=C2)CC(=O)OC (methyl 6,11-dihydro-11-bromodibenz[b,e]oxepin-2-acetate). Run in O (Water), O (water). The product is C1=C(C=CC=2OCC3=C(CC21)C=CC=C3)CC(=O)OC (methyl 6,11-dihydrodibenz[b,e]oxepin-2-acetate). Reaction SMILES: [BH4-].[Na+].COCCOCCOC.Br[CH:13]1[C:19]2[CH:20]=[CH:21][CH:22]=[CH:23][C:18]=2[CH2:17][O:16][C:15]2[CH:24]=[CH:25][C:26]([CH2:28][C:29]([O:31][CH3:32])=[O:30])=[CH:27][C:14]1=2>O>[CH:27]1[C:14]2[CH2:13][C:19]3[CH:20]=[CH:21][CH:22]=[CH:23][C:18]=3[CH2:17][O:16][C:15]=2[CH:24]=[CH:25][C:26]=1[CH2:28][C:29]([O:31][CH3:32])=[O:30] |f:0.1|. Procedure: A mixture of 6.0 g. of sodium borohydride, 26 ml. of diglyme, 14 ml. of water, and 4.8 g. of methyl 6,11-dihydro-11-bromodibenz[b,e]oxepin-2-acetate is heated at 50° for one hour. Water is added and the mixture is extracted with ether. The ether extracts are dried with sodium sulfate, filtered, and concentrated in vacuo to provide methyl 6,11-dihydrodibenz[b,e]oxepin-2-acetate. Starting materials: CCN(C(C)C)C(C)C, O=S(=O)(Cl)c1ccc(Cl)cc1, CC(C)(C)OC(=O)C(N)Cc1ccc(OCCCC(=O)O)cc1, CN(C)C=O. Product: CC(C)(C)OC(=O)C(Cc1ccc(OCCCC(=O)O)cc1)NS(=O)(=O)c1ccc(Cl)cc1. As a reaction SMILES: [CH:35]([N:36]([CH:37]([CH3:38])[CH3:39])[CH2:40][CH3:41])([CH3:42])[CH3:43].[Cl:24][c:25]1[cH:26][cH:27][c:28]([S:31](=[O:32])(=[O:33])[Cl:34])[cH:29][cH:30]1.[NH2:1][CH:2]([CH2:3][c:4]1[cH:5][cH:6][c:7]([O:8][CH2:9][CH2:10][CH2:11][C:12](=[O:13])[OH:14])[cH:15][cH:16]1)[C:17](=[O:18])[O:19][C:20]([CH3:21])([CH3:22])[CH3:23].[O:44]=[CH:45][N:46]([CH3:47])[CH3:48]>>[NH:1]([CH:2]([CH2:3][c:4]1[cH:5][cH:6][c:7]([O:8][CH2:9][CH2:10][CH2:11][C:12](=[O:13])[OH:14])[cH:15][cH:16]1)[C:17](=[O:18])[O:19][C:20]([CH3:21])([CH3:22])[CH3:23])[S:31]([c:28]1[cH:27][cH:26][c:25]([Cl:24])[cH:30][cH:29]1)(=[O:32])=[O:33]. Starting materials: ClS(=O)(=O)C=1C(C2=CC3=CC(=CC=C3C2=CC1)S(=O)(=O)Cl)=O (2,7-bis(chlorosulfonyl)fluorenone), C([O-])(O)=O.[Na+] (sodium bicarbonate), S(=O)([O-])[O-].[Na+].[Na+] (sodium sulfite). Solvent: O (water). Product: [Na]S(=O)(=O)C=1C(C2=CC3=CC(=CC=C3C2=CC1)S(=O)(=O)[Na])=O (2,7-bis(sodiosulfonyl)fluorenone). RXN SMILES: Cl[S:2]([C:5]1[C:6](=[O:22])[C:7]2[C:15](=[CH:16][CH:17]=1)[C:14]1[C:9](=[CH:10][C:11]([S:18](Cl)(=[O:20])=[O:19])=[CH:12][CH:13]=1)[CH:8]=2)(=[O:4])=[O:3].C(=O)(O)[O-].[Na+:27].S([O-])([O-])=O.[Na+:32].[Na+]>O>[Na:27][S:2]([C:5]1[C:6](=[O:22])[C:7]2[C:15](=[CH:16][CH:17]=1)[C:14]1[C:9](=[CH:10][C:11]([S:18]([Na:32])(=[O:20])=[O:19])=[CH:12][CH:13]=1)[CH:8]=2)(=[O:4])=[O:3] |f:1.2,3.4.5|. Procedure: Also, for example, 2,7-bis(chlorosulfonyl)fluorenone can be mixed with a heated solution of sodium bicarbonate and sodium sulfite in water to yield 2,7-bis(sodiosulfonyl)fluorenone, which can be refluxed with n-butyl iodide in ethanol to yield 2,7-bis(n-butylsulfonyl)fluorenone, which in turn can be refluxed with malononitrile in methanol in the presence of piperidine to yield 2,7-bis(n-butylsulfonyl)-9-(dicyanomethylene)fluorene. Starting materials: OC1CN(CCC1C1=CC=C(C=C1)OCCCOCC1=C(C=CC=C1)OC)C(=O)OC(C)(C)C (tert-butyl 3-hydroxy-4-{4-[3-(2-methoxybenzyloxy)propoxy]phenyl}piperidine-1-carboxylate), BrC1=C(C=C(C=C1)CBr)OCCCOC (1-bromo-4-bromomethyl-2-(3-methoxypropoxy)benzene). Product: BrC1=C(C=C(COC2CN(CCC2C2=CC=C(C=C2)OCCCOCC2=C(C=CC=C2)OC)C(=O)OC(C)(C)C)C=C1)OCCCOC (tert-Butyl 3-[4-bromo-3-(3-methoxypropoxy)benzyloxy]-4-{4-[3-(2-methoxybenzyloxy)propoxy]phenyl}piperidine-1-carboxylate). As a reaction SMILES: [OH:1][CH:2]1[CH:7]([C:8]2[CH:13]=[CH:12][C:11]([O:14][CH2:15][CH2:16][CH2:17][O:18][CH2:19][C:20]3[CH:25]=[CH:24][CH:23]=[CH:22][C:21]=3[O:26][CH3:27])=[CH:10][CH:9]=2)[CH2:6][CH2:5][N:4]([C:28]([O:30][C:31]([CH3:34])([CH3:33])[CH3:32])=[O:29])[CH2:3]1.[Br:35][C:36]1[CH:41]=[CH:40][C:39]([CH2:42]Br)=[CH:38][C:37]=1[O:44][CH2:45][CH2:46][CH2:47][O:48][CH3:49]>>[Br:35][C:36]1[CH:41]=[CH:40][C:39]([CH2:42][O:1][CH:2]2[CH:7]([C:8]3[CH:13]=[CH:12][C:11]([O:14][CH2:15][CH2:16][CH2:17][O:18][CH2:19][C:20]4[CH:25]=[CH:24][CH:23]=[CH:22][C:21]=4[O:26][CH3:27])=[CH:10][CH:9]=3)[CH2:6][CH2:5][N:4]([C:28]([O:30][C:31]([CH3:34])([CH3:33])[CH3:32])=[O:29])[CH2:3]2)=[CH:38][C:37]=1[O:44][CH2:45][CH2:46][CH2:47][O:48][CH3:49]. Procedure: Analogously to Method D, 3.35 g of tert-butyl 3-hydroxy-4-{4-[3-(2-methoxybenzyloxy)propoxy]phenyl}piperidine-1-carboxylate and 3.17 g of 1-bromo-4-bromomethyl-2-(3-methoxypropoxy)benzene (Example 79c) are used to obtain the title compound as a slightly yellowish oil. Rf=0.35 (1:1 EtOAc-heptane); Rt=6.42. Reaction SMILES: [CH2:32]([CH3:33])[N:34]([CH2:35][CH2:36][NH:37][CH2:38][CH3:39])[CH2:40][CH3:41].[CH:52]([Cl:53])([Cl:54])[Cl:55].[ClH:2].[F:3][C:4]([c:5]1[cH:6][cH:7][cH:8][c:9]2[c:10]([NH:15][c:16]3[cH:17][cH:18][c:19]([C:20](=[O:21])[OH:22])[cH:23][cH:24]3)[cH:11][cH:12][n:13][c:14]12)([F:25])[F:26].[Na+:42].[Na+:43].[O-:44][C:45](=[O:46])[O-:47].[O:27]=[CH:28][N:29]([CH3:30])[CH3:31].[OH2:1].[OH2:56].[S:48]([Cl:49])([Cl:50])=[O:51]>>[F:3][C:4]([c:5]1[cH:6][cH:7][cH:8][c:9]2[c:10]([NH:15][c:16]3[cH:17][cH:18][c:19]([C:20](=[O:22])[N:37]([CH2:36][CH2:35][N:34]([CH2:32][CH3:33])[CH2:40][CH3:41])[CH2:38][CH3:39])[cH:23][cH:24]3)[cH:11][cH:12][n:13][c:14]12)([F:25])[F:26]. The reactants are CCNCCN(CC)CC, ClC(Cl)Cl, Cl, O=C(O)c1ccc(Nc2ccnc3c(C(F)(F)F)cccc23)cc1, [Na+], [Na+], O=C([O-])[O-], CN(C)C=O, O, O, O=S(Cl)Cl. The product is CCN(CC)CCN(CC)C(=O)c1ccc(Nc2ccnc3c(C(F)(F)F)cccc23)cc1. Reactants: C(C)OC(CCC(C1=CC(=C(C=C1)O)CCC(=O)OCC)=O)=O (3-(3-ethoxy-3-oxopropyl)-4-hydroxy-γ-oxobenzenebutanoic acid ethyl ester), BrCCCCCBr (1,5-dibromopentane). Yields the product C(C)OC(CCC(C1=CC(=C(C=C1)OCCCCCBr)CCC(=O)OCC)=O)=O (4-[(5-Bromopentyl)oxy]-3-(3-ethoxy-3-oxopropyl)-γ-oxo-benzenebutanoic Acid Ethyl Ester). The yield is 80.6%. Reaction SMILES: [CH2:1]([O:3][C:4](=[O:23])[CH2:5][CH2:6][C:7](=[O:22])[C:8]1[CH:13]=[CH:12][C:11]([OH:14])=[C:10]([CH2:15][CH2:16][C:17]([O:19][CH2:20][CH3:21])=[O:18])[CH:9]=1)[CH3:2].[Br:24][CH2:25][CH2:26][CH2:27][CH2:28][CH2:29]Br>>[CH2:1]([O:3][C:4](=[O:23])[CH2:5][CH2:6][C:7](=[O:22])[C:8]1[CH:13]=[CH:12][C:11]([O:14][CH2:29][CH2:28][CH2:27][CH2:26][CH2:25][Br:24])=[C:10]([CH2:15][CH2:16][C:17]([O:19][CH2:20][CH3:21])=[O:18])[CH:9]=1)[CH3:2]. Procedure: Starting with 0.458 g (1.42 mmol) of 3-(3-ethoxy-3-oxopropyl)-4-hydroxy-γ-oxobenzenebutanoic acid ethyl ester, and 1.65 g (7.29 mmol) of 1,5-dibromopentane, the title compound was obtained in 80.6% yield as a white solid, mp 40°-41° C., using the procedure of example 21.